describe an organic reaction: reactants, conditions, products, and yield From a dataset of the Open Reaction Database (ORD), a public repository of structured organic reaction records. Conditions: temperature 0 celsius, time 3 hour. Reactants: N[C@@H](C(C)C)C(=O)O (L-valine), d8, C([O-])([O-])=O.[Na+].[Na+] (sodium carbonate), ClC(=O)OC (methyl chloroformate). Procedure details: To a solution of L-valine, d8 (Cambridge Isotope Laboratories, 0.4949 g) in 1N sodium hydroxide (3.95 mL) was added sodium carbonate (0.419 g). The solution was cooled to 0° C. and methyl chloroformate (0.289 mL) was added dropwise over 30 minutes and reaction mixture was stirred for 3 h at 0° C. Reaction mixture was washed with ethyl ether (3×15 mL) and aqueous layer was acidified to pH=1 with concentrated HCl. Aqueous layer was extracted dichloromethane (3×15 mL) and organic layers were dried ... Reaction SMILES: [NH2:1][C@H:2]([C:6]([OH:8])=[O:7])[CH:3]([CH3:5])[CH3:4].C(=O)([O-])[O-].[Na+].[Na+].Cl[C:16]([O:18][CH3:19])=[O:17]>[OH-].[Na+]>[CH3:19][O:18][C:16]([NH:1][CH:2]([CH:3]([CH3:5])[CH3:4])[C:6]([OH:8])=[O:7])=[O:17] |f:1.2.3,5.6|. Product: COC(=O)NC(C(=O)O)C(C)C (2-Methoxycarbonylamino-3-methyl-butyric acid), d8. Solvent: [OH-].[Na+] (sodium hydroxide).